Dataset: the Open Reaction Database (ORD), a public repository of structured organic reaction records. Task: describe an organic reaction: reactants, conditions, products, and yield Starting materials: COC(=O)C(Cl)=CC1C(C(=O)O)C1(C)C, [Cl-], C=CCC1=C(C)C(O)CC1=O, c1ccccc1. Product: C=CCC1=C(C)C(OC(=O)C2C(C=C(Cl)C(=O)OC)C2(C)C)CC1=O. As a reaction SMILES: [CH3:2][C:3]1([CH3:16])[CH:4]([C:13](=[O:14])[OH:15])[CH:5]1[CH:6]=[C:7]([C:8]([O:9][CH3:10])=[O:11])[Cl:12].[Cl-:1].[OH:17][CH:18]1[C:19]([CH3:27])=[C:20]([CH2:24][CH:25]=[CH2:26])[C:21](=[O:23])[CH2:22]1.[cH:28]1[cH:29][cH:30][cH:31][cH:32][cH:33]1>>[CH3:2][C:3]1([CH3:16])[CH:4]([C:13](=[O:14])[O:15][CH:18]2[C:19]([CH3:27])=[C:20]([CH2:24][CH:25]=[CH2:26])[C:21](=[O:23])[CH2:22]2)[CH:5]1[CH:6]=[C:7]([C:8]([O:9][CH3:10])=[O:11])[Cl:12]. The reactants are C1(=CC=CC=C1)C1(CCC1)CC(=O)C1=NC=CC=C1 (2-(1-phenylcyclobutyl)-1-(pyridin-2-yl)ethanone), [BH4-].[Na+] (NaBH4), ClCCl (dichloromethane). Procedure details: To a solution of Example 68E (1.5 g) in 27 mL of dichloromethane:methanol (9:1) was added NaBH4 (0.1 g, 2.6 mmol). The reaction was monitored by LC/MS, dichloromethane was added to the solution upon completion of the reaction. The mixture was washed with water, dried over Na2SO4, and filtered. The crude product was purified by preparative-HPLC (eluted with petroleum ether/EtOAc=5:1) to afford title compound (0.4 g, 1.6 mmol, 37.2%). LC-Ms: ESI-MS (M+H+): m/e=254.2. 1H NMR (400 MHz, CDCl3), 6 (pp... The solvent is ClCCl.CO (dichloromethane methanol). The product is C1(=CC=CC=C1)C1(CCC1)CC(O)C1=NC=CC=C1 (2-(1-phenylcyclobutyl)-1-(pyridin-2-yl)ethanol). Yield: 26.8%. Reaction SMILES: [C:1]1([C:7]2([CH2:11][C:12]([C:14]3[CH:19]=[CH:18][CH:17]=[CH:16][N:15]=3)=[O:13])[CH2:10][CH2:9][CH2:8]2)[CH:6]=[CH:5][CH:4]=[CH:3][CH:2]=1.[BH4-].[Na+].ClCCl>ClCCl.CO>[C:1]1([C:7]2([CH2:11][CH:12]([C:14]3[CH:19]=[CH:18][CH:17]=[CH:16][N:15]=3)[OH:13])[CH2:10][CH2:9][CH2:8]2)[CH:2]=[CH:3][CH:4]=[CH:5][CH:6]=1 |f:1.2,4.5|. Reactants: C(CCC)S(=O)(=O)N(CC1=CC=C(C=C1)C1=C(C=CC=C1)C1=NN=NN1)[C@@H](C)C(=O)OC(C)(C)C ((S)-N-butanesulfonyl-N-(1-tert.-butoxycarbonylethyl)-N-[2'-(1H-tetrazol-5-yl)biphenyl-4-ylmethyl]-amine), Cl (hydrogen chloride). Run in C(C)(=O)O (acetic acid). Yields the product C(CCC)S(=O)(=O)N(CC1=CC=C(C=C1)C1=C(C=CC=C1)C1=NN=NN1)[C@@H](C)C(=O)O ((S)-N-butanesulfonyl-N-(1-carboxyethyl)-N-[2'-(1H-tetrazol-5-yl)biphenyl-4-ylmethyl]-amine). Reaction SMILES: [CH2:1]([S:5]([N:8]([C@H:27]([C:29]([O:31]C(C)(C)C)=[O:30])[CH3:28])[CH2:9][C:10]1[CH:15]=[CH:14][C:13]([C:16]2[CH:21]=[CH:20][CH:19]=[CH:18][C:17]=2[C:22]2[NH:26][N:25]=[N:24][N:23]=2)=[CH:12][CH:11]=1)(=[O:7])=[O:6])[CH2:2][CH2:3][CH3:4].Cl>C(O)(=O)C>[CH2:1]([S:5]([N:8]([C@H:27]([C:29]([OH:31])=[O:30])[CH3:28])[CH2:9][C:10]1[CH:11]=[CH:12][C:13]([C:16]2[CH:21]=[CH:20][CH:19]=[CH:18][C:17]=2[C:22]2[NH:26][N:25]=[N:24][N:23]=2)=[CH:14][CH:15]=1)(=[O:6])=[O:7])[CH2:2][CH2:3][CH3:4]. Reported procedure: 750 mg of (S)-N-butanesulfonyl-N-(1-tert.-butoxycarbonylethyl)-N-[2'-(1H-tetrazol-5-yl)biphenyl-4-ylmethyl]-amine are treated for 24 hours at 0° with a solution of hydrogen chloride in glacial acetic acid (1.9N). Evaporation of the mixture and flash-chromatography of the residue (100 g of silica gel; CH2Cl2 /ethyl acetate/toluene/formic acid=40:40:20:4) yields the (S)-N-butanesulfonyl-N-(1-carboxyethyl)-N-[2'-(1H-tetrazol-5-yl)biphenyl-4-ylmethyl]-amine in the form of a white amorphous powder [m... Starting materials: OC=1C=NC2=CC=CC=C2C1 (3-Hydroxyquinoline), ice water, ClC1=C(C(=CC(=C1)[N+](=O)[O-])Cl)Cl (1,2,3-trichloro-5-nitrobenzene), C([O-])([O-])=O.[Cs+].[Cs+] (cesium carbonate). Run in CN(C)C=O (DMF). The product is ClC1=C(OC2C=NC3=CC=CC=C3C2)C(=CC(=C1)[N+](=O)[O-])Cl (3-(2,6-Dichloro-4-nitro-phenoxy)-3,4-dihydro-quinoline). Reaction SMILES: [OH:1][C:2]1[CH:3]=[N:4][C:5]2[C:10]([CH:11]=1)=[CH:9][CH:8]=[CH:7][CH:6]=2.[Cl:12][C:13]1[CH:18]=[C:17]([N+:19]([O-:21])=[O:20])[CH:16]=[C:15]([Cl:22])[C:14]=1Cl.C(=O)([O-])[O-].[Cs+].[Cs+]>CN(C=O)C>[Cl:12][C:13]1[CH:18]=[C:17]([N+:19]([O-:21])=[O:20])[CH:16]=[C:15]([Cl:22])[C:14]=1[O:1][CH:2]1[CH2:11][C:10]2[C:5](=[CH:6][CH:7]=[CH:8][CH:9]=2)[N:4]=[CH:3]1 |f:2.3.4|. Reported procedure: 3-Hydroxyquinoline (I) (prepared according to the procedure of Naumann et. al., Synthesis 4:279–281 (1990)) (3 g) and 1,2,3-trichloro-5-nitrobenzene (4.7 g) were dissolved in DMF (80 mL) and heated with cesium carbonate (7.4 g) for 2 h at 60° C. The reaction was poured into ice/water (500 mL). The resulting off-white precipitate was collected by filtration and rinsed with hexane to afford compound II as a solid (6.9 g) suitable for use in the next reaction. Reactants: N (ammonia), O.SC=1N(C(=CN1)C(=O)N)C(C)C1=CC=CC=C1 ((+) -2-mercapto-1-(1-phenylethyl)-1H-imidazole-5-carboxamide hydrate). The reagents and catalysts are [Ni] (Raney-nickel), [Ni] (Raney-nickel). Solvent: C(C)O (ethanol). The product is C1(=CC=CC=C1)C(C)N1C=NC=C1C(=O)N ((+)-1-(1-phenylethyl)-1H-imidazole-5-carboxamide). Reaction SMILES: N.O.S[C:4]1[N:5]([CH:12]([C:14]2[CH:19]=[CH:18][CH:17]=[CH:16][CH:15]=2)[CH3:13])[C:6]([C:9]([NH2:11])=[O:10])=[CH:7][N:8]=1>[Ni].C(O)C>[C:14]1([CH:12]([N:5]2[C:6]([C:9]([NH2:11])=[O:10])=[CH:7][N:8]=[CH:4]2)[CH3:13])[CH:19]=[CH:18][CH:17]=[CH:16][CH:15]=1 |f:1.2|. Procedure: To 80 parts of ethanol, previously saturated with gaseous ammonia, are added 2.3 parts of (+) -2-mercapto-1-(1-phenylethyl)-1H-imidazole-5-carboxamide hydrate and 6 parts of Raney-nickel. The mixture is stirred and refluxed for 2 hours and thereafter allowed to cool to room temperature. The Raney-nickel is filered off and the filter-cake is washed with ethanol. The filtrate is evaporated in vacuo and the residue is purified by column-chromatography over silica gel using a mixture of trichloromet... Starting materials: ClC=1C=CC=C2C(OC(=O)C12)(C1=NC(=CC(=N1)OC)OC)C#N (7-chloro-3-cyano-3-(4,6-dimethoxy-2-pyrimidinyl)phthalide), C[O-].[Na+] (sodium methoxide), C[O-].[Na+] (sodium methoxide). The solvent is CO (methanol). Reaction conditions: time 10 minute. The product is ClC=1C=CC=C2C(OC(=O)C12)(C1=NC(=CC(=N1)OC)OC)OC (7-chloro-3-methoxy-3-(4,6-dimethoxy-2-pyrimidinyl)phthalide). As a reaction SMILES: [Cl:1][C:2]1[CH:3]=[CH:4][CH:5]=[C:6]2[C:11]=1[C:9](=[O:10])[O:8][C:7]2(C#N)[C:12]1[N:17]=[C:16]([O:18][CH3:19])[CH:15]=[C:14]([O:20][CH3:21])[N:13]=1.[CH3:24][O-:25].[Na+]>CO>[Cl:1][C:2]1[CH:3]=[CH:4][CH:5]=[C:6]2[C:11]=1[C:9](=[O:10])[O:8][C:7]2([O:25][CH3:24])[C:12]1[N:17]=[C:16]([O:18][CH3:19])[CH:15]=[C:14]([O:20][CH3:21])[N:13]=1 |f:1.2|. Procedure details: 1.0 g of 7-chloro-3-cyano-3-(4,6-dimethoxy-2-pyrimidinyl)phthalide is slurried in 20 ml of methanol and the solution cooled with ice and 0.6 ml of sodium methoxide added dropwise. After stirring for 10 min a further 1 ml of sodium methoxide is added and stirring continued for 10 min and the mixture is then quenched with 2N H2SO4. Methanol is removed on a rotovaporator and the residue partitioned between water and ethyl acetate. The organic phase is dried over Na2SO4 and concentrated. Flash chrom... The reactants are [H-], CI, Ic1ncnc2[nH]ccc12, [Na+], CN(C)C=O. The product is Cn1ccc2c(I)ncnc21. RXN SMILES: [H-:11].[I:13][CH3:14].[I:1][c:2]1[c:3]2[c:4]([n:5][cH:6][n:7]1)[nH:8][cH:9][cH:10]2.[Na+:12].[O:15]=[CH:16][N:17]([CH3:18])[CH3:19]>>[I:1][c:2]1[c:3]2[c:4]([n:5][cH:6][n:7]1)[n:8]([CH3:14])[cH:9][cH:10]2.